Dataset: the Open Reaction Database (ORD), a public repository of structured organic reaction records. Task: describe an organic reaction: reactants, conditions, products, and yield Reactants: NC=1C=C(C=CC1)NC1=NC(=NC=C1F)Cl (N4-(3-aminophenyl)-2-chloro-5-fluoro-4-pyrimidineamine), COC(=O)C=1OC2=C(C1)C=C(C=C2)N (2-methoxycarbonyl-5-aminobenzofuran). Run in CO (MeOH). Conditions: temperature 100 celsius. Product: NC=1C=C(C=CC1)NC1=NC(=NC=C1F)NC=1C=CC2=C(C=C(O2)C(=O)OC)C1 (N4-(3-aminophenyl)-5-fluoro-N2-(2-methoxycarbonylbenzofurane-5-yl)-2,4-pyrimidinediamine). Reaction SMILES: [NH2:1][C:2]1[CH:3]=[C:4]([NH:8][C:9]2[C:14]([F:15])=[CH:13][N:12]=[C:11](Cl)[N:10]=2)[CH:5]=[CH:6][CH:7]=1.[CH3:17][O:18][C:19]([C:21]1[O:22][C:23]2[CH:29]=[CH:28][C:27]([NH2:30])=[CH:26][C:24]=2[CH:25]=1)=[O:20]>CO>[NH2:1][C:2]1[CH:3]=[C:4]([NH:8][C:9]2[C:14]([F:15])=[CH:13][N:12]=[C:11]([NH:30][C:27]3[CH:28]=[CH:29][C:23]4[O:22][C:21]([C:19]([O:18][CH3:17])=[O:20])=[CH:25][C:24]=4[CH:26]=3)[N:10]=2)[CH:5]=[CH:6][CH:7]=1. Reported procedure: A mixture of N4-(3-aminophenyl)-2-chloro-5-fluoro-4-pyrimidineamine (10 mg, 0.06 mmol) and 2-methoxycarbonyl-5-aminobenzofuran (36 mg, 0.18 mmol) in dry MeOH (0.5 ml) was refluxed for 2 days (100° C. oil-bath temperature). The mixture was cooled to 22° C., concentrated to dryness under reduced pressure and subjected to column chromatography on silica gel (CHCl3:Acetone, 9:1) to give N4-(3-aminophenyl)-5-fluoro-N2-(2-methoxycarbonylbenzofurane-5-yl)-2,4-pyrimidinediamine. 1H NMR (DMSO-d6): δ 8.24...